Dataset: the Open Reaction Database (ORD), a public repository of structured organic reaction records. Task: describe an organic reaction: reactants, conditions, products, and yield Starting materials: C(C)(C)(C)OC(=O)N1CC(C1)C1=NC=CN=C1N1CC(CC1)C (3-[3-(3-methyl-pyrrolidin-1-yl)-pyrazin-2-yl]-azetidine-1-carboxylic acid tert-butyl ester), Cl.CO (HCl MeOH). Product: Cl.N1CC(C1)C1=NC=CN=C1N1CC(CC1)C (2-azetidin-3-yl-3-(3-methyl-pyrrolidin-1-yl)-pyrazine hydrochloride). Isolated yield 99.0%. RXN SMILES: C(OC([N:8]1[CH2:11][CH:10]([C:12]2[C:17]([N:18]3[CH2:22][CH2:21][CH:20]([CH3:23])[CH2:19]3)=[N:16][CH:15]=[CH:14][N:13]=2)[CH2:9]1)=O)(C)(C)C.[ClH:24].CO>>[ClH:24].[NH:8]1[CH2:11][CH:10]([C:12]2[C:17]([N:18]3[CH2:22][CH2:21][CH:20]([CH3:23])[CH2:19]3)=[N:16][CH:15]=[CH:14][N:13]=2)[CH2:9]1 |f:1.2,3.4|. Procedure: A solution of 3-[3-(3-methyl-pyrrolidin-1-yl)-pyrazin-2-yl]-azetidine-1-carboxylic acid tert-butyl ester (43) (191 mg, 0.6 mmol) in 4N HCl/MeOH (13 mL) was stirred at RT for 30 min. The reaction mixture was concentrated to give 2-azetidin-3-yl-3-(3-methyl-pyrrolidin-1-yl)-pyrazine hydrochloride (44)